This data is from the Open Reaction Database (ORD), a public repository of structured organic reaction records. The task is: describe an organic reaction: reactants, conditions, products, and yield Reactants: Br, O=C(CBr)c1cccs1, CC(C)=O, Nc1nc2ccccc2n1CCN1CCCCC1. Yields the product [Br-], Nc1n(CC(=O)c2cccs2)c2ccccc2[n+]1CCN1CCCCC1. As a reaction SMILES: [Br:10].[Br:1][CH2:2][C:3](=[O:4])[c:5]1[s:6][cH:7][cH:8][cH:9]1.[CH3:29][C:30](=[O:31])[CH3:32].[NH2:11][c:12]1[n:13][c:14]2[c:15]([n:16]1[CH2:17][CH2:18][N:19]1[CH2:20][CH2:21][CH2:22][CH2:23][CH2:24]1)[cH:25][cH:26][cH:27][cH:28]2>>[Br-:1].[CH2:2]([C:3](=[O:4])[c:5]1[s:6][cH:7][cH:8][cH:9]1)[n:13]1[c:12]([NH2:11])[n+:16]([CH2:17][CH2:18][N:19]2[CH2:20][CH2:21][CH2:22][CH2:23][CH2:24]2)[c:15]2[c:14]1[cH:28][cH:27][cH:26][cH:25]2. Starting materials: COc1ccccc1N=C=O, Nc1ccc2nc(NC3CCc4ccccc43)ccc2c1. The product is COc1ccccc1NC(=O)Nc1ccc2nc(NC3CCc4ccccc43)ccc2c1. RXN SMILES: [CH3:22][O:23][c:24]1[c:25]([N:30]=[C:31]=[O:32])[cH:26][cH:27][cH:28][cH:29]1.[CH:1]1([NH:10][c:11]2[n:12][c:13]3[cH:14][cH:15][c:16]([NH2:21])[cH:17][c:18]3[cH:19][cH:20]2)[CH2:2][CH2:3][c:4]2[cH:5][cH:6][cH:7][cH:8][c:9]21>>[CH:1]1([NH:10][c:11]2[n:12][c:13]3[cH:14][cH:15][c:16]([NH:21][C:31]([NH:30][c:25]4[c:24]([O:23][CH3:22])[cH:29][cH:28][cH:27][cH:26]4)=[O:32])[cH:17][c:18]3[cH:19][cH:20]2)[CH2:2][CH2:3][c:4]2[cH:5][cH:6][cH:7][cH:8][c:9]21. The reactants are C(C)OC(=O)NN=CCC1CC1 (N′-(2-Cyclopropylethylidene)hydrazinecarboxylic acid ethyl ester). The reagents and catalysts are [Pt] (Pt/C). Solvent: CCO (EtOH). Run at time 12 hour. Yields the product C(C)OC(=O)NNCCC1CC1 (N′-(2-Cyclopropylethyl)hydrazinecarboxylic acid ethyl ester). Yield: 91.3%. As a reaction SMILES: [CH2:1]([O:3][C:4]([NH:6][N:7]=[CH:8][CH2:9][CH:10]1[CH2:12][CH2:11]1)=[O:5])[CH3:2]>CCO.[Pt]>[CH2:1]([O:3][C:4]([NH:6][NH:7][CH2:8][CH2:9][CH:10]1[CH2:11][CH2:12]1)=[O:5])[CH3:2]. Procedure: N′-(2-cyclopropylethylidene)hydrazinecarboxylic acid ethyl ester (4a) (1.5 g, 8.9 mmol) was dissolved in 35 mL EtOH and to this solution was added 5% Pt/C (0.2 g, 0.9 mol). The atmosphere in the flask was evacuated and replaced three times with H2. The reaction was stirred at room temperature for 12 h under a slightly positive pressure of H2, upon which it was filtered through neutral alumina and concentrated to afford 1.4 g (93%) of the desired product (La) as a clear colorless liquid. 1H-NMR (...